describe an organic reaction: reactants, conditions, products, and yield From a dataset of the Open Reaction Database (ORD), a public repository of structured organic reaction records. Reactants: ice water, [I-].[Na+] (Sodium iodide), C(#N)[BH3-].[Na+] (sodium cyanoborohydride), ClC(C(=O)OCC1=CC=C(C=C1)[N+](=O)[O-])N1C(CC1SC)=O (p-nitrobenzyl 2-chloro-2-(4-methylthio-2-azetidinon-1-yl)acetate). The solvent is CN(P(=O)(N(C)C)N(C)C)C (hexamethylphosphoramide). Yields the product CSC1CC(N1CC(=O)OCC1=CC=C(C=C1)[N+](=O)[O-])=O (p-Nitrobenzyl 2-(4-methylthio-2-azetidinon-1-yl)acetate). The yield is 59.3%. Reaction SMILES: [I-].[Na+].C([BH3-])#N.[Na+].Cl[CH:8]([N:22]1[CH:25]([S:26][CH3:27])[CH2:24][C:23]1=[O:28])[C:9]([O:11][CH2:12][C:13]1[CH:18]=[CH:17][C:16]([N+:19]([O-:21])=[O:20])=[CH:15][CH:14]=1)=[O:10]>CN(C)P(N(C)C)(N(C)C)=O>[CH3:27][S:26][CH:25]1[N:22]([CH2:8][C:9]([O:11][CH2:12][C:13]2[CH:18]=[CH:17][C:16]([N+:19]([O-:21])=[O:20])=[CH:15][CH:14]=2)=[O:10])[C:23](=[O:28])[CH2:24]1 |f:0.1,2.3|. Procedure: Sodium iodide (687 mg) and sodium cyanoborohydride (576 mg) were added to a solution of crude p-nitrobenzyl 2-chloro-2-(4-methylthio-2-azetidinon-1-yl)acetate (1.58 g) in hexamethylphosphoramide (15 ml), and the resulting mixture was stirred at room temperature for an hour. The reaction mixture was then poured into ice-water and the precipitates produced were collected by filtration, washed with water, dried and recrystallized from ethyl acetate to afford 844 mg of the desired compound.